This data is from the Open Reaction Database (ORD), a public repository of structured organic reaction records. The task is: describe an organic reaction: reactants, conditions, products, and yield Reactants: BrC=C1C2=C(CCC3=C1C=CC=C3Cl)C=CC=C2 (5-bromomethylene-1-chloro-10,11-dihydro-5H-dibenzo[a,d]cycloheptene), C(C)S(=O)(=O)NC=1C=C(C=CC1)B(O)O (3-ethanesulfonylaminophenylboronic acid). The product is mixture, ClC1=CC=CC=2C(C3=C(CCC21)C=CC=C3)=CC=3C=C(C=CC3)NS(=O)(=O)CC (Ethanesulfonic acid [3-(1-chloro-10,11-dihydro-dibenzo[a,d]cyclohepten-5-ylidenemethyl)-phenyl]-amide). Isolated yield 84.0%. RXN SMILES: Br[CH:2]=[C:3]1[C:9]2[CH:10]=[CH:11][CH:12]=[C:13]([Cl:14])[C:8]=2[CH2:7][CH2:6][C:5]2[CH:15]=[CH:16][CH:17]=[CH:18][C:4]1=2.[CH2:19]([S:21]([NH:24][C:25]1[CH:26]=[C:27](B(O)O)[CH:28]=[CH:29][CH:30]=1)(=[O:23])=[O:22])[CH3:20]>>[Cl:14][C:13]1[C:8]2[CH2:7][CH2:6][C:5]3[CH:15]=[CH:16][CH:17]=[CH:18][C:4]=3[C:3](=[CH:2][C:29]3[CH:30]=[C:25]([NH:24][S:21]([CH2:19][CH3:20])(=[O:22])=[O:23])[CH:26]=[CH:27][CH:28]=3)[C:9]=2[CH:10]=[CH:11][CH:12]=1. Procedure: Following procedures essentially as described in Example 219, below, and using 5-bromomethylene-1-chloro-10,11-dihydro-5H-dibenzo[a,d]cycloheptene (100 mg, 0.313 mmol) and 3-ethanesulfonylaminophenylboronic acid (79 mg, 0.344 mmol), affords 112 mg (84%) of a mixture of geometric isomers of the title compound (Example 208(a)) as a yellow solid (MS (ES) 424 (M+H); HPLC shows 94% purity). Separate geometric isomers using a chromatatron rotor (10% ethyl acetate/hexanes) to afford 13 mg (10%) of the ... The reactants are C(=O)(C(F)(F)F)O (TFA), ClC1=C(C=2NC(=CC2S1)C(=O)N[C@@H]1[C@H](C2=CC=CC=C2C1)NC(=O)N1CCN(CC1)C)Cl (2,3-Dichloro-N-((1S,2S)-1-{[(4-methylpiperazin-1-yl)carbonyl]amino}-2,3-dihydro-1H-inden-2-yl)-4H-thieno[3,2-b]pyrrole-5-carboxamide), C(Cl)Cl (DCM). Conditions: time 1 hour. Product: C(C)(=O)N(CC(=O)O)[C@H]1[C@@H](CC2=CC=CC=C12)NC(=O)C1=CC2=C(N1)C(=C(S2)Cl)Cl (N-{(1R,2R)-1-[N-Acetyl-N-(carboxymethyl)amino]-2,3-dihydro-1H-inden-2-yl}-2,3-dichloro-4H-thieno[3,2-b]pyrrole-5-carboxamide). Yield: 94.0%. As a reaction SMILES: [C:1]([OH:7])([C:3](F)(F)F)=[O:2].[Cl:8][C:9]1[S:16][C:15]2[CH:14]=[C:13]([C:17]([NH:19][C@H:20]3[CH2:28][C:27]4[C:22](=[CH:23][CH:24]=[CH:25][CH:26]=4)[C@@H:21]3[NH:29][C:30](N3CCN(C)CC3)=[O:31])=[O:18])[NH:12][C:11]=2[C:10]=1[Cl:39].[CH2:40](Cl)Cl>>[C:30]([N:29]([C@@H:21]1[C:22]2[C:27](=[CH:26][CH:25]=[CH:24][CH:23]=2)[CH2:28][C@H:20]1[NH:19][C:17]([C:13]1[NH:12][C:11]2[C:10]([Cl:39])=[C:9]([Cl:8])[S:16][C:15]=2[CH:14]=1)=[O:18])[CH2:3][C:1]([OH:7])=[O:2])(=[O:31])[CH3:40]. Procedure: TFA (1 mL) was added to a solution of 1,1-dimethylethyl [acetyl((1R,2R)-2-{[(2,3-dichloro-4H-thieno[3,2-b]pyrrol-5-yl)carbonyl]amino}-2,3-dihydro-1H-inden-1-yl)amino]acetate (Method 18, 40 mg, 0.08 mmol) in DCM (5 mL) and the reaction was stirred at ambient temperature for 1 h. The volatiles were removed by evaporation under reduced pressure to afford the title compound (35 mg, 94%) as a white solid. Reactants: NC=1C=CC=C2C=CC=NC12 (8-aminoquinoline), ClC1=C(C(=CC(=C1)Cl)Cl)S(=O)(=O)Cl (2,4,6 trichlorobenzenesulfonyl chloride). Reagents/catalysts: CN(C)C=1C=CN=CC1 (DMAP). Yields the product ClC1=C(C(=CC(=C1)Cl)Cl)S(=O)(=O)NC=1C=CC=C2C=CC=NC12 (2,4,6-Trichloro-N-quinolin-8-yl-benzenesulfonamide). The yield is 74.8%. As a reaction SMILES: [NH2:1][C:2]1[CH:3]=[CH:4][CH:5]=[C:6]2[C:11]=1[N:10]=[CH:9][CH:8]=[CH:7]2.[Cl:12][C:13]1[CH:18]=[C:17]([Cl:19])[CH:16]=[C:15]([Cl:20])[C:14]=1[S:21](Cl)(=[O:23])=[O:22]>CN(C1C=CN=CC=1)C>[Cl:12][C:13]1[CH:18]=[C:17]([Cl:19])[CH:16]=[C:15]([Cl:20])[C:14]=1[S:21]([NH:1][C:2]1[CH:3]=[CH:4][CH:5]=[C:6]2[C:11]=1[N:10]=[CH:9][CH:8]=[CH:7]2)(=[O:23])=[O:22]. Procedure: In the similar fashion using route 14 general procedure 27, 8-aminoquinoline (100 mg, 0.69 mmol), 2,4,6 trichlorobenzenesulfonyl chloride (280 mg, 1.03 mmol) and DMAP (cat.) gave the title compound (200 mg, 76%) after purification by column chromatography with DCM as the eluent. The reactants are Cl (HCl), CCOCC (ether), CS(=O)(=O)C1=CC=C(C=C1)C=1C(=C2C=CC(=CC2=CC1)OC(C1=CC=C(C=C1)F)=O)OC1=CC=C(C=C1)OCCN1CCCCC1 (4-Fluoro-benzoic acid 6-(4-methanesulfonyl-phenyl)-5-[4-(2-piperidin-1-yl-ethoxy)-phenoxy]-naphthalen-2-yl ester). The solvent is ClCCl (dichloromethane). Product: Cl.CS(=O)(=O)C1=CC=C(C=C1)C=1C(=C2C=CC(=CC2=CC1)OC(C1=CC=C(C=C1)F)=O)OC1=CC=C(C=C1)OCCN1CCCCC1 (4-Fluoro-benzoic acid 6-(4-methanesulfonyl-phenyl)-5-[4-(2-piperidin-1-yl-ethoxy)-phenoxy]-naphthalen-2-yl ester Hydrochloride). Yield: 100.0%. As a reaction SMILES: [CH3:1][S:2]([C:5]1[CH:10]=[CH:9][C:8]([C:11]2[C:12]([O:31][C:32]3[CH:37]=[CH:36][C:35]([O:38][CH2:39][CH2:40][N:41]4[CH2:46][CH2:45][CH2:44][CH2:43][CH2:42]4)=[CH:34][CH:33]=3)=[C:13]3[C:18](=[CH:19][CH:20]=2)[CH:17]=[C:16]([O:21][C:22](=[O:30])[C:23]2[CH:28]=[CH:27][C:26]([F:29])=[CH:25][CH:24]=2)[CH:15]=[CH:14]3)=[CH:7][CH:6]=1)(=[O:4])=[O:3].[ClH:47].CCOCC>ClCCl>[ClH:47].[CH3:1][S:2]([C:5]1[CH:6]=[CH:7][C:8]([C:11]2[C:12]([O:31][C:32]3[CH:37]=[CH:36][C:35]([O:38][CH2:39][CH2:40][N:41]4[CH2:46][CH2:45][CH2:44][CH2:43][CH2:42]4)=[CH:34][CH:33]=3)=[C:13]3[C:18](=[CH:19][CH:20]=2)[CH:17]=[C:16]([O:21][C:22](=[O:30])[C:23]2[CH:24]=[CH:25][C:26]([F:29])=[CH:27][CH:28]=2)[CH:15]=[CH:14]3)=[CH:9][CH:10]=1)(=[O:3])=[O:4] |f:4.5|. Reported procedure: Dissolve the compound of Example 7 (99 mg, 0.15 mmol) in dichloromethane (3 mL) and add 2M HCl in ether (400 μL, 0.8 mmol). Remove the solvent in vacuo to yield 111 mg of the title compound (100%): mass spectrum (ion spray): m/z 640.3 (M+H−HCl). Starting materials: ClCC1OC1 (2-(chloromethyl)oxirane), C(=O)([O-])[O-].[K+].[K+] (K2CO3), CC=1C(=NC(=NC1N[C@H]1COCC1)C=1C=C(C=CC1)O)N1CCOCC1 ((R)-3-(5-methyl-4-morpholino-6-(tetrahydrofuran-3-ylamino)pyrimidin-2-yl)phenol). Run in CC#N (MeCN). Yields the product CC=1C(=NC(=NC1N1CCOCC1)C1=CC(=CC=C1)OCC1OC1)N[C@H]1COCC1 (5-methyl-6-morpholino-2-(3-(oxiran-2-ylmethoxy)phenyl)-N—((R)-tetrahydrofuran-3-yl)pyrimidin-4-amine). The yield is 34.6%. RXN SMILES: [CH3:1][C:2]1[C:3]([N:21]2[CH2:26][CH2:25][O:24][CH2:23][CH2:22]2)=[N:4][C:5]([C:14]2[CH:15]=[C:16]([OH:20])[CH:17]=[CH:18][CH:19]=2)=[N:6][C:7]=1[NH:8][C@@H:9]1[CH2:13][CH2:12][O:11][CH2:10]1.Cl[CH2:28][CH:29]1[CH2:31][O:30]1.C([O-])([O-])=O.[K+].[K+]>CC#N>[CH3:1][C:2]1[C:7]([NH:8][C@@H:9]2[CH2:13][CH2:12][O:11][CH2:10]2)=[N:6][C:5]([C:14]2[CH:19]=[CH:18][CH:17]=[C:16]([O:20][CH2:28][CH:29]3[CH2:31][O:30]3)[CH:15]=2)=[N:4][C:3]=1[N:21]1[CH2:22][CH2:23][O:24][CH2:25][CH2:26]1 |f:2.3.4|. Procedure: A mixture of (R)-3-(5-methyl-4-morpholino-6-(tetrahydrofuran-3-ylamino)pyrimidin-2-yl)phenol (50 mg, 0.14 mmol); 2-(chloromethyl)oxirane (16 mg, 0.17 mmol) and K2CO3 (39 mg, 0.28 mmol) in MeCN (10 mL) was heated at 80° C. in a sealed vial for 14 h. The mixture was filtered and the filtrate was concentrated. The residue was purified by chromatographic column on silica gel (EtOAc/petroleum ether, gradient elution, from 1/5 to 4:1) to give the 5-methyl-6-morpholino-2-(3-(oxiran-2-ylmethoxy)phenyl)-... Starting materials: ice, ClCCCCN1C=CC=2C(CCCC12)=O (1-(4-Chlorobutyl)-1,5,6,7-tetrahydroindol-4-one), [I-].[Na+] (sodium iodide), ClC=1C=C(C=CC1Cl)N1CCNCC1 ((3,4-Dichlorophenyl)piperazine), C([O-])([O-])=O.[K+].[K+] (potassium carbonate). Run in C(C)(=O)OCC.ClCCl (ethyl acetate dichloromethane), ClCCl (dichloromethane), C(C)#N (acetonitrile). Reaction conditions: time 16 hour. The product is ClC=1C=C(C=CC1Cl)N1CCN(CC1)CCCCN1C=CC=2C(CCCC12)=O (1-{4-[4-(3,4-Dichlorophenyl)piperazin-1-yl]butyl}-1,5,6,7-tetrahydroindol-4-one). Yield: 91.8%. As a reaction SMILES: Cl[CH2:2][CH2:3][CH2:4][CH2:5][N:6]1[C:14]2[CH2:13][CH2:12][CH2:11][C:10](=[O:15])[C:9]=2[CH:8]=[CH:7]1.[I-].[Na+].[Cl:18][C:19]1[CH:20]=[C:21]([N:26]2[CH2:31][CH2:30][NH:29][CH2:28][CH2:27]2)[CH:22]=[CH:23][C:24]=1[Cl:25].C(=O)([O-])[O-].[K+].[K+]>C(#N)C.ClCCl.C(OCC)(=O)C.ClCCl>[Cl:18][C:19]1[CH:20]=[C:21]([N:26]2[CH2:31][CH2:30][N:29]([CH2:2][CH2:3][CH2:4][CH2:5][N:6]3[C:14]4[CH2:13][CH2:12][CH2:11][C:10](=[O:15])[C:9]=4[CH:8]=[CH:7]3)[CH2:28][CH2:27]2)[CH:22]=[CH:23][C:24]=1[Cl:25] |f:1.2,4.5.6,9.10|. Procedure details: A mixture of 1-(4-Chlorobutyl)-1,5,6,7-tetrahydroindol-4-one (600 mg) from step 1 and sodium iodide (438 mg) in acetonitrile (10 mL) was heated at reflux for 6 hours. (3,4-Dichlorophenyl)piperazine (581 mg) and potassium carbonate (367 mg) was then added and reflux continued for 16 h. TLC (ethyl acetate:dichloromethane 1:1) showed complete reaction. The reaction was poured into ice cold water (50 mL) and stirred for 0.5 hours. An oil separated out and was isolated from the mixture. The oil was d... The reactants are Cc1cc(-c2c(-c3ccccc3)c3cc(C=O)ccc3[nH]c2=O)on1, CC=C(C)C, CC(C)(C)O, [O-][Cl+][O-], [Na+]. Yields the product Cc1cc(-c2c(-c3ccccc3)c3cc(C(=O)O)ccc3[nH]c2=O)on1. RXN SMILES: [CH3:1][c:2]1[n:3][o:4][c:5](-[c:7]2[c:8](=[O:25])[nH:9][c:10]3[cH:11][cH:12][c:13]([CH:23]=[O:24])[cH:14][c:15]3[c:16]2-[c:17]2[cH:18][cH:19][cH:20][cH:21][cH:22]2)[cH:6]1.[CH3:26][C:27](=[CH:28][CH3:29])[CH3:30].[CH3:35][C:36]([OH:37])([CH3:38])[CH3:39].[Cl+:31]([O-:32])[O-:33].[Na+:34]>>[CH3:1][c:2]1[n:3][o:4][c:5](-[c:7]2[c:8](=[O:25])[nH:9][c:10]3[cH:11][cH:12][c:13]([C:23](=[O:24])[OH:32])[cH:14][c:15]3[c:16]2-[c:17]2[cH:18][cH:19][cH:20][cH:21][cH:22]2)[cH:6]1. Procedure details: 1.02 ml (6.45 mmol) of diethyl azodicarboxylate are added dropwise at 0° C. to 1.70 g (6.45 mmol) of triphenylphosphine in 100 ml of tetrahydrofuran and the mixture is stirred at room temperature for 30 minutes. 1.70 g (4.30 mmol) of 2-fluoro-3-hydroxy-6-[4-(4-octyloxyphenyl)phenyl]pyridine and 0.56 g (4.30 mm 1-octanol are then added. After a reaction time of 18 hours, the precipitated product is filtered off and purified by chromatography (silica gel, dichloromethane) and by recrystallization ... As a reaction SMILES: N(C(OCC)=O)=NC(OCC)=O.C1(P(C2C=CC=CC=2)C2C=CC=CC=2)C=CC=CC=1.[F:32][C:33]1[C:38]([OH:39])=[CH:37][CH:36]=[C:35]([C:40]2[CH:45]=[CH:44][C:43]([C:46]3[CH:51]=[CH:50][C:49]([O:52][CH2:53][CH2:54][CH2:55][CH2:56][CH2:57][CH2:58][CH2:59][CH3:60])=[CH:48][CH:47]=3)=[CH:42][CH:41]=2)[N:34]=1.[CH2:61](O)[CH2:62][CH2:63][CH2:64][CH2:65][CH2:66][CH2:67][CH3:68]>O1CCCC1>[F:32][C:33]1[C:38]([O:39][CH2:61][CH2:62][CH2:63][CH2:64][CH2:65][CH2:66][CH2:67][CH3:68])=[CH:37][CH:36]=[C:35]([C:40]2[CH:41]=[CH:42][C:43]([C:46]3[CH:51]=[CH:50][C:49]([O:52][CH2:53][CH2:54][CH2:55][CH2:56][CH2:57][CH2:58][CH2:59][CH3:60])=[CH:48][CH:47]=3)=[CH:44][CH:45]=2)[N:34]=1. Starting materials: N(=NC(=O)OCC)C(=O)OCC (diethyl azodicarboxylate), C1(=CC=CC=C1)P(C1=CC=CC=C1)C1=CC=CC=C1 (triphenylphosphine), FC1=NC(=CC=C1O)C1=CC=C(C=C1)C1=CC=C(C=C1)OCCCCCCCC (2-fluoro-3-hydroxy-6-[4-(4-octyloxyphenyl)phenyl]pyridine), C(CCCCCCC)O (1-octanol). Product: FC1=NC(=CC=C1OCCCCCCCC)C1=CC=C(C=C1)C1=CC=C(C=C1)OCCCCCCCC (2-fluoro-3-octyloxy-6-[4-(4-octyloxyphenyl)phenyl]pyridine). Run at time 30 minute. Solvent: O1CCCC1 (tetrahydrofuran).